This data is from the Open Reaction Database (ORD), a public repository of structured organic reaction records. The task is: describe an organic reaction: reactants, conditions, products, and yield The reactants are Cc1nc(Cl)c2ccccc2n1, COc1ccc(N)cc1F. Product: COc1ccc(Nc2nc(C)nc3ccccc23)cc1F. As a reaction SMILES: [Cl:1][c:2]1[n:3][c:4]([CH3:12])[n:5][c:6]2[cH:7][cH:8][cH:9][cH:10][c:11]12.[F:13][c:14]1[cH:15][c:16]([NH2:22])[cH:17][cH:18][c:19]1[O:20][CH3:21]>>[c:2]1([NH:22][c:16]2[cH:15][c:14]([F:13])[c:19]([O:20][CH3:21])[cH:18][cH:17]2)[n:3][c:4]([CH3:12])[n:5][c:6]2[cH:7][cH:8][cH:9][cH:10][c:11]12. Starting materials: CC1=CC2=C(NC(NS2(=O)=O)=O)C=C1 (7-Methyl-3-oxo-2,3-dihydro-4H-1,2,4-benzothiadiazine 1,1-dioxide), [Mn](=O)(=O)(=O)[O-].[K+] (Potassium permanganate), aqueous solution, [OH-].[Na+] (NaOH), O (water). Conditions: temperature 70 celsius, time 3 hour. Yields the product O.O=C1NS(C2=C(N1)C=CC(=C2)C(=O)O)(=O)=O (3-Oxo-2,3-dihydro-4H-1,2,4-benzothiadiazine-7-carboxylic acid 1,1-dioxide monohydrate). RXN SMILES: [CH3:1][C:2]1[CH:14]=[CH:13][C:5]2[NH:6][C:7](=[O:12])[NH:8][S:9](=[O:11])(=[O:10])[C:4]=2[CH:3]=1.[OH-:15].[Na+].[Mn]([O-])(=O)(=O)=O.[K+].[OH2:23]>>[OH2:10].[O:12]=[C:7]1[NH:6][C:5]2[CH:13]=[CH:14][C:2]([C:1]([OH:23])=[O:15])=[CH:3][C:4]=2[S:9](=[O:11])(=[O:10])[NH:8]1 |f:1.2,3.4,6.7|. Reported procedure: 7-Methyl-3-oxo-2,3-dihydro-4H-1,2,4-benzothiadiazine 1,1-dioxide (20 g) was suspended in hot water (2000 mL) and supplemented dropwise with a 10% aqueous solution of NaOH until complete dissolution. Potassium permanganate (60 g) was added portionwise and the reaction mixture was stirred for 3 h at 70° C. After cooling, the insoluble material was removed by filtration and the purple filtrate was treated with sodium hydrogen sulfite until complete discolouration of the excess of permanganate. The ... Starting materials: solution, C(CC)OC1=C(C=CC=C1)S(=O)(=O)N=C=O (2-n-propoxybenzenesulfonyl isocyanate), NC1=NC(=NC(=N1)OCC(F)(F)F)OC (2-amino-4-(2,2,2-trifluoroethoxy)-6-methoxy-1,3,5-triazine). Solvent: C(Cl)Cl (methylene chloride), C(Cl)Cl (methylene chloride). Run at time 8 hour. Yields the product COC1=NC(=NC(=N1)OCC(F)(F)F)NC(=O)NS(=O)(=O)C1=C(C=CC=C1)OCCC (N-[[4-methoxy-6-(2,2,2-trifluoroethoxy)-1,3,5-triazin-2-yl]aminocarbonyl]-2-propoxybenzenesulfonamide). RXN SMILES: [NH2:1][C:2]1[N:7]=[C:6]([O:8][CH2:9][C:10]([F:13])([F:12])[F:11])[N:5]=[C:4]([O:14][CH3:15])[N:3]=1.[CH2:16]([O:19][C:20]1[CH:25]=[CH:24][CH:23]=[CH:22][C:21]=1[S:26]([N:29]=[C:30]=[O:31])(=[O:28])=[O:27])[CH2:17][CH3:18]>C(Cl)Cl>[CH3:15][O:14][C:4]1[N:5]=[C:6]([O:8][CH2:9][C:10]([F:11])([F:13])[F:12])[N:7]=[C:2]([NH:1][C:30]([NH:29][S:26]([C:21]2[CH:22]=[CH:23][CH:24]=[CH:25][C:20]=2[O:19][CH2:16][CH2:17][CH3:18])(=[O:28])=[O:27])=[O:31])[N:3]=1. Procedure details: To 2.0 g of 2-amino-4-(2,2,2-trifluoroethoxy)-6-methoxy-1,3,5-triazine suspended in 35 mL of dry methylene chloride was added 4.4 g of a 50% solution of 2-n-propoxybenzenesulfonyl isocyanate in methylene chloride. The mixture was stirred overnight at ambient temperature and the resulting solution stripped to an amber oil which was triturated with ethanol to give 1.42 g of white solid with m.p. 161°-163° (dec).